From a dataset of the Open Reaction Database (ORD), a public repository of structured organic reaction records. describe an organic reaction: reactants, conditions, products, and yield Starting materials: BrCc1cc(Br)c(Br)c(Br)c1, O=c1cc(CCOCc2ccccc2)c2cc(F)ccc2[nH]1, CN(C)C=O, [H-], [Na+], O. Yields the product O=c1cc(CCOCc2ccccc2)c2cc(F)ccc2n1Cc1cc(Br)c(Br)c(Br)c1. Reaction SMILES: [Br:25][c:26]1[cH:27][c:28]([CH2:29][Br:30])[cH:31][c:32]([Br:35])[c:33]1[Br:34].[CH2:3]([c:4]1[cH:5][cH:6][cH:7][cH:8][cH:9]1)[O:10][CH2:11][CH2:12][c:13]1[cH:14][c:15](=[O:24])[nH:16][c:17]2[cH:18][cH:19][c:20]([F:23])[cH:21][c:22]12.[CH3:36][N:37]([CH3:38])[CH:39]=[O:40].[H-:1].[Na+:2].[OH2:41]>>[CH2:3]([c:4]1[cH:5][cH:6][cH:7][cH:8][cH:9]1)[O:10][CH2:11][CH2:12][c:13]1[cH:14][c:15](=[O:24])[n:16]([CH2:29][c:28]2[cH:27][c:26]([Br:25])[c:33]([Br:34])[c:32]([Br:35])[cH:31]2)[c:17]2[cH:18][cH:19][c:20]([F:23])[cH:21][c:22]12. Reactants: N[C@H](CC(=O)O)C(=O)O (D-aspartic acid), CO (methanol), S(=O)(Cl)Cl (thionyl chloride). Solvent: C(C)OCC (diethyl ether). Reaction conditions: temperature 0 celsius, time 30 minute. The product is COC(=O)C[C@H](C(=O)O)N.Cl (D-aspartic acid β-methyl ester hydrochloride). Isolated yield 78.0%. Reaction SMILES: [NH2:1][C@@H:2]([C:7]([OH:9])=[O:8])[CH2:3][C:4]([OH:6])=[O:5].S(Cl)([Cl:12])=O.[CH3:14]O>C(OCC)C>[CH3:14][O:5][C:4]([CH2:3][C@@H:2]([NH2:1])[C:7]([OH:9])=[O:8])=[O:6].[ClH:12] |f:4.5|. Procedure details: A suspension of D-aspartic acid (10.0 g, 75.1 mmol) in 50 mL methanol is treated with thionyl chloride (8.94 g, 75.1 mmol) at 0° C. The reaction mixture is stirred at 0° C. for 30 min, then at RT for 2 h. The resulting clear solution is diluted with 200 mL diethyl ether with rapid stirring. A white precipitate is formed which is collected by vacuum filtration, washed with diethyl ether and dried to yield 10.7 g (78%) of D-aspartic acid β-methyl ester hydrochloride. Reactants: CN(C)C=O, Clc1c(I)cnc2[nH]ccc12, [H-], [Na+], O, O=S(=O)(Cl)c1ccccc1. Product: O=S(=O)(c1ccccc1)n1ccc2c(Cl)c(I)cnc21. RXN SMILES: [CH3:25][N:26]([CH3:27])[CH:28]=[O:29].[Cl:3][c:4]1[c:5]2[c:6]([n:7][cH:8][c:9]1[I:10])[nH:11][cH:12][cH:13]2.[H-:2].[Na+:1].[OH2:24].[c:14]1([S:20](=[O:21])(=[O:22])[Cl:23])[cH:15][cH:16][cH:17][cH:18][cH:19]1>>[Cl:3][c:4]1[c:5]2[c:6]([n:7][cH:8][c:9]1[I:10])[n:11]([S:20]([c:14]1[cH:15][cH:16][cH:17][cH:18][cH:19]1)(=[O:21])=[O:22])[cH:12][cH:13]2. The reactants are C1(=CC=CC=C1)OC(NC=1N(CC=2CCCCC2C1)OC)=O (Phenyl-N-(2-methoxy-5,6,7,8-tetrahydroisoquinolin-3-yl)carbamate), FC1=C(C=CC=C1)N1CCNCC1 (1-(2-fluorophenyl)piperazine). Yields the product CON1CC=2CCCCC2C=C1NC(=O)N1CCN(CC1)C1=C(C=CC=C1)F (1-[(2-methoxy-5,6,7,8-tetrahydroisoquinolin-3-yl)aminocarbonyl]-4-(2-fluorophenyl)piperazine). The yield is 70.0%. As a reaction SMILES: C1(O[C:8](=[O:22])[NH:9][C:10]2[N:11]([O:20][CH3:21])[CH2:12][C:13]3[CH2:14][CH2:15][CH2:16][CH2:17][C:18]=3[CH:19]=2)C=CC=CC=1.[F:23][C:24]1[CH:29]=[CH:28][CH:27]=[CH:26][C:25]=1[N:30]1[CH2:35][CH2:34][NH:33][CH2:32][CH2:31]1>>[CH3:21][O:20][N:11]1[C:10]([NH:9][C:8]([N:33]2[CH2:32][CH2:31][N:30]([C:25]3[CH:26]=[CH:27][CH:28]=[CH:29][C:24]=3[F:23])[CH2:35][CH2:34]2)=[O:22])=[CH:19][C:18]2[CH2:17][CH2:16][CH2:15][CH2:14][C:13]=2[CH2:12]1. Procedure details: Phenyl-N-(2-methoxy-5,6,7,8-tetrahydroisoquinolin-3-yl)carbamate and 1-(2-fluorophenyl)piperazine were reacted by the same way with the example 1 to obtain the titled compound. Starting materials: C(C)C1=CC=C(C=C1)N=C=S (4-Ethylphenyl isothiocyanate), NC1=C(C=CC(=C1)[N+](=O)[O-])O (2-amino-4-nitrophenol). Run in CO (methanol). Run at time 24 hour. Yields the product C(C)C1=CC=C(C=C1)NC(=S)NC1=C(C=CC(=C1)[N+](=O)[O-])O (1-(4-ethylphenyl)-3-(2-hydroxy-5-nitrophenyl)thiourea). Reaction SMILES: [CH2:1]([C:3]1[CH:8]=[CH:7][C:6]([N:9]=[C:10]=[S:11])=[CH:5][CH:4]=1)[CH3:2].[NH2:12][C:13]1[CH:18]=[C:17]([N+:19]([O-:21])=[O:20])[CH:16]=[CH:15][C:14]=1[OH:22]>CO>[CH2:1]([C:3]1[CH:8]=[CH:7][C:6]([NH:9][C:10]([NH:12][C:13]2[CH:18]=[C:17]([N+:19]([O-:21])=[O:20])[CH:16]=[CH:15][C:14]=2[OH:22])=[S:11])=[CH:5][CH:4]=1)[CH3:2]. Procedure details: 4-Ethylphenyl isothiocyanate (3.48 mmol, 1 eq) was added to 2-amino-4-nitrophenol (3.48 mmol, 1 eq) dissolved in 10 mL of methanol, and stirred at room temperature for 24 hours. The organic solvent was removed by evaporation under reduced pressure, and then the precipitate was filtered under reduced pressure with hexane to yield the title compound (a). Yellow-green powder (79%), mp 137-138° C.; 1H NMR (Acetone-d6 400 MHz) δ 9.475 (s, 1H), 9.351 (s, 1H), 8.755 (s, 1H), 7.968 (d, J=9.8 Hz, 1H), 7.... The reactants are CC1C(=O)OCCC(C1)CCCCO[Si](C)(C)C(C)(C)C (2-methyl-4-(4-t-butyldimethylsilyloxybutyl)-epsilon-caprolactone), CI (methyl iodide), C(C)(C)NC(C)C (diisopropylamine), solution, C(CCC)[Li] (n-butyllithium). The solvent is O1CCCC1 (tetrahydrofuran), O1CCCC1 (tetrahydrofuran), CCCCCC (hexane). Conditions: time 15 minute. Yields the product CC1(C(=O)OCCC(C1)CCCCO[Si](C)(C)C(C)(C)C)C (2,2-dimethyl-4-(4-t-butyldimethylsilyloxybutyl)-epsilon-caprolactone). RXN SMILES: [CH:1](NC(C)C)(C)C.C([Li])CCC.[CH3:13][CH:14]1[CH2:21][CH:20]([CH2:22][CH2:23][CH2:24][CH2:25][O:26][Si:27]([C:30]([CH3:33])([CH3:32])[CH3:31])([CH3:29])[CH3:28])[CH2:19][CH2:18][O:17][C:15]1=[O:16].CI>O1CCCC1.CCCCCC>[CH3:13][C:14]1([CH3:1])[CH2:21][CH:20]([CH2:22][CH2:23][CH2:24][CH2:25][O:26][Si:27]([C:30]([CH3:32])([CH3:31])[CH3:33])([CH3:29])[CH3:28])[CH2:19][CH2:18][O:17][C:15]1=[O:16]. Reported procedure: To a solution of 10 ml (65 mmol) diisopropylamine in 120 ml dry tetrahydrofuran is added dropwise 26 ml of a 2.5M solution of n-butyllithium in hexane and the mixture is stirred for 15 min. To this solution is added slowly a solution of 10.11 g (32 mmol) of 2-methyl-4-(4-t-butyldimethylsilyloxybutyl)-epsilon-caprolactone in 48 ml dry tetrahydrofuran. The mixture is stirred at room temperature for 35 min and 14.0 ml (0.22 mole) of methyl iodide is added rapidly while the flask is cooled in a wate...